This data is from the Open Reaction Database (ORD), a public repository of structured organic reaction records. The task is: describe an organic reaction: reactants, conditions, products, and yield Reaction SMILES: [Br:1][c:2]1[cH:3][c:4]2[c:5]([cH:13][cH:14]1)[O:6][C:7]([CH3:11])([CH3:12])[C:8]([CH3:10])=[CH:9]2.[CH3:15][C:16]([CH3:17])([O-:18])[CH3:19].[CH3:21][O:22][c:23]1[c:24]([SH:29])[cH:25][cH:26][cH:27][cH:28]1.[CH3:30][CH2:31][OH:32].[Na+:20].[cH:33]1[cH:34][cH:35][c:36]([P:37]([Pd:38]([P:39]([c:40]2[cH:41][cH:42][cH:43][cH:44][cH:45]2)([c:46]2[cH:47][cH:48][cH:49][cH:50][cH:51]2)[c:52]2[cH:53][cH:54][cH:55][cH:56][cH:57]2)([P:58]([c:59]2[cH:60][cH:61][cH:62][cH:63][cH:64]2)([c:65]2[cH:66][cH:67][cH:68][cH:69][cH:70]2)[c:71]2[cH:72][cH:73][cH:74][cH:75][cH:76]2)[P:77]([c:78]2[cH:79][cH:80][cH:81][cH:82][cH:83]2)([c:84]2[cH:85][cH:86][cH:87][cH:88][cH:89]2)[c:90]2[cH:91][cH:92][cH:93][cH:94][cH:95]2)([c:96]2[cH:97][cH:98][cH:99][cH:100][cH:101]2)[c:102]2[cH:103][cH:104][cH:105][cH:106][cH:107]2)[cH:108][cH:109]1>>[c:2]1([S:29][c:24]2[c:23]([O:22][CH3:21])[cH:28][cH:27][cH:26][cH:25]2)[cH:3][c:4]2[c:5]([cH:13][cH:14]1)[O:6][C:7]([CH3:11])([CH3:12])[C:8]([CH3:10])=[CH:9]2. Reactants: CC1=Cc2cc(Br)ccc2OC1(C)C, CC(C)(C)[O-], COc1ccccc1S, CCO, [Na+], c1ccc(P(c2ccccc2)(c2ccccc2)[Pd](P(c2ccccc2)(c2ccccc2)c2ccccc2)(P(c2ccccc2)(c2ccccc2)c2ccccc2)P(c2ccccc2)(c2ccccc2)c2ccccc2)cc1. Yields the product COc1ccccc1Sc1ccc2c(c1)C=C(C)C(C)(C)O2. The reactants are N1(CC(OCC1)C(=O)OCC1=CC=CC=C1)C(=O)OC(C)(C)C (4-(1,1-Dimethylethyl) 2-(phenylmethyl) 2,4-morpholinedicarboxylate), Cl (Hydrogen chloride). The solvent is O1CCOCC1 (1,4-dioxane), O1CCOCC1 (1,4-dioxane). Run at time 4 hour. The product is N1CC(OCC1)C(=O)OCC1=CC=CC=C1 (Phenylmethyl 2-morpholinecarboxylate). Isolated yield 110.9%. RXN SMILES: [N:1]1(C(OC(C)(C)C)=O)[CH2:6][CH2:5][O:4][CH:3]([C:7]([O:9][CH2:10][C:11]2[CH:16]=[CH:15][CH:14]=[CH:13][CH:12]=2)=[O:8])[CH2:2]1.Cl>O1CCOCC1>[NH:1]1[CH2:6][CH2:5][O:4][CH:3]([C:7]([O:9][CH2:10][C:11]2[CH:16]=[CH:15][CH:14]=[CH:13][CH:12]=2)=[O:8])[CH2:2]1. Procedure: 4-(1,1-Dimethylethyl) 2-(phenylmethyl) 2,4-morpholinedicarboxylate (1.19 g, 3.70 mmol) was dissolved in 1,4-dioxane (2 ml). Hydrogen chloride (4M) in 1,4-dioxane (20 ml, 80 mmol) was added and the mixture was stirred at room temperature under nitrogen for 4 hr. The solvent was removed in vacuo to give a white solid. The solid was dried in a vacuum oven overnight to give the title compound (908 mg) as a white solid.